Task: describe an organic reaction: reactants, conditions, products, and yield. Dataset: the Open Reaction Database (ORD), a public repository of structured organic reaction records The reactants are C(C)(=O)OCC1=C(C=CC=C1)C(C(=O)N)=O (2-(2-acetoxymethylphenyl)-2-oxoacetamide), Cl.CON (O-methylhydroxylamine hydrochloride), C1(=CC=CC=C1)C (toluene), N1=CC=CC=C1 (pyridine). Run in C(C)(=O)OCC (ethyl acetate). Conditions: temperature 80 celsius, time 2 hour. Product: C(C)(=O)OCC1=C(C=CC=C1)C(C(=O)N=N)OC (2-(2-acetoxymethylphenyl)-2-methoxy-iminoacetamide). The yield is 90.3%. As a reaction SMILES: [C:1]([O:4][CH2:5][C:6]1[CH:11]=[CH:10][CH:9]=[CH:8][C:7]=1[C:12](=O)[C:13]([NH2:15])=[O:14])(=[O:3])[CH3:2].Cl.[CH3:18][O:19]N.C1(C)C=CC=CC=1.[N:28]1C=CC=CC=1>C(OCC)(=O)C>[C:1]([O:4][CH2:5][C:6]1[CH:11]=[CH:10][CH:9]=[CH:8][C:7]=1[CH:12]([O:19][CH3:18])[C:13]([N:15]=[NH:28])=[O:14])(=[O:3])[CH3:2] |f:1.2|. Procedure details: A mixture of 2-(2-acetoxymethylphenyl)-2-oxoacetamide (776 mg), O-methylhydroxylamine hydrochloride (439 mg), toluene (7.0 ml) and pyridine (3.5 ml) was stirred at 80° C. for 2 hours. After the reaction mixture was cooled by allowing it to stand, the reaction mixture was diluted with ethyl acetate, washed successively with 1N hydrochloric acid, water, saturated brine, and dried over anhydrous sodium sulfate. Evaporation of the solvent under reduced pressure gave the crude product (830 mg). This ...